From a dataset of the Open Reaction Database (ORD), a public repository of structured organic reaction records. describe an organic reaction: reactants, conditions, products, and yield Starting materials: CO, Oc1nn(CCN2CCCCC2)cc1-c1ccc(Cl)s1, Cl. Yields the product Cl, Oc1nn(CCN2CCCCC2)cc1-c1cccs1. As a reaction SMILES: [CH3:22][OH:23].[Cl:2][c:3]1[cH:4][cH:5][c:6](-[c:8]2[c:9]([OH:21])[n:10][n:11]([CH2:13][CH2:14][N:15]3[CH2:16][CH2:17][CH2:18][CH2:19][CH2:20]3)[cH:12]2)[s:7]1.[ClH:1]>>[ClH:2].[cH:3]1[cH:4][cH:5][c:6](-[c:8]2[c:9]([OH:21])[n:10][n:11]([CH2:13][CH2:14][N:15]3[CH2:16][CH2:17][CH2:18][CH2:19][CH2:20]3)[cH:12]2)[s:7]1.